This data is from the Open Reaction Database (ORD), a public repository of structured organic reaction records. The task is: describe an organic reaction: reactants, conditions, products, and yield Reactants: FC1=CC=C(C=C1)C1=CN=CC(=N1)C1=CN(C2=CC=C(C=C12)C1=NN=C(O1)N)S(=O)(=O)C1=CC=C(C)C=C1 (5-(3-(6-(4-fluorophenyl)pyrazin-2-yl)-1-tosyl-1H-indol-5-yl)-1,3,4-oxadiazol-2-amine), [OH-].[Na+] (NaOH), FC1=CC=C(C=C1)C1=CN=CC(=N1)C1=CN(C2=CC=C(C=C12)C1=NN=C(O1)NCC1=CC=C(C=C1)OC)S(=O)(=O)C1=CC=C(C)C=C1 (5-(3-(6-(4-fluorophenyl)pyrazin-2-yl)-1-tosyl-1H-indol-5-yl)-N-(4-methoxybenzyl)-1,3,4-oxadiazol-2-amine). The solvent is O1CCOCC1 (p-dioxane), C(=O)(C(F)(F)F)O (TFA). Product: FC1=CC=C(C=C1)C1=CN=CC(=N1)C1=CNC2=CC=C(C=C12)C1=NN=C(O1)N (5-(3-(6-(4-fluorophenyl)-pyrazin-2-yl)-1H-indol-5-yl)-1,3,4-oxadiazol-2-amine). Yield: 21.7%. RXN SMILES: [F:1][C:2]1[CH:7]=[CH:6][C:5]([C:8]2[N:13]=[C:12]([C:14]3[C:22]4[C:17](=[CH:18][CH:19]=[C:20]([C:23]5[O:27][C:26]([NH:28]CC6C=CC(OC)=CC=6)=[N:25][N:24]=5)[CH:21]=4)[N:16](S(C4C=CC(C)=CC=4)(=O)=O)[CH:15]=3)[CH:11]=[N:10][CH:9]=2)=[CH:4][CH:3]=1.FC1C=CC(C2N=C(C3C4C(=CC=C(C5OC(N)=NN=5)C=4)N(S(C4C=CC(C)=CC=4)(=O)=O)C=3)C=NC=2)=CC=1.[OH-].[Na+]>C(O)(C(F)(F)F)=O.O1CCOCC1>[F:1][C:2]1[CH:7]=[CH:6][C:5]([C:8]2[N:13]=[C:12]([C:14]3[C:22]4[C:17](=[CH:18][CH:19]=[C:20]([C:23]5[O:27][C:26]([NH2:28])=[N:25][N:24]=5)[CH:21]=4)[NH:16][CH:15]=3)[CH:11]=[N:10][CH:9]=2)=[CH:4][CH:3]=1 |f:2.3|. Procedure: A solution of 5-(3-(6-(4-fluorophenyl)pyrazin-2-yl)-1-tosyl-1H-indol-5-yl)-N-(4-methoxybenzyl)-1,3,4-oxadiazol-2-amine (200 mg, 0.309 mmol) in TFA (1 ml) was heated to 100° C. in microwave for 30 min. The mixture was cooled to RT and TFA was removed in vacuo to give the crude material (130 mg, 80%). MS (ESI, pos. ion) m/z: 527 (M+1). To a solution of crude 5-(3-(6-(4-fluorophenyl)pyrazin-2-yl)-1-tosyl-1H-indol-5-yl)-1,3,4-oxadiazol-2-amine (130 mg, 0.247 mmol) in p-dioxane (1.3 mL) was added aq ...